The task is: describe an organic reaction: reactants, conditions, products, and yield. This data is from the Open Reaction Database (ORD), a public repository of structured organic reaction records. Starting materials: N#Cc1cnc2cc(F)cc(OC3CCOCC3)c2c1O, CC(C)(C)[O-], CC(=O)O, CS(C)=O, [K+], OCCCN1CCOCC1, O. The product is N#Cc1cnc2cc(OCCCN3CCOCC3)cc(OC3CCOCC3)c2c1O. RXN SMILES: [C:1](#[N:2])[c:3]1[cH:4][n:5][c:6]2[cH:7][c:8]([F:21])[cH:9][c:10]([O:14][CH:15]3[CH2:16][CH2:17][O:18][CH2:19][CH2:20]3)[c:11]2[c:12]1[OH:13].[CH3:32][C:33]([CH3:34])([O-:35])[CH3:36].[CH3:38][C:39](=[O:40])[OH:41].[CH3:42][S:43](=[O:44])[CH3:45].[K+:37].[O:22]1[CH2:23][CH2:24][N:25]([CH2:28][CH2:29][CH2:30][OH:31])[CH2:26][CH2:27]1.[OH2:46]>>[C:1](#[N:2])[c:3]1[cH:4][n:5][c:6]2[cH:7][c:8]([O:31][CH2:30][CH2:29][CH2:28][N:25]3[CH2:24][CH2:23][O:22][CH2:27][CH2:26]3)[cH:9][c:10]([O:14][CH:15]3[CH2:16][CH2:17][O:18][CH2:19][CH2:20]3)[c:11]2[c:12]1[OH:13]. Starting materials: C(C)(C)(C)OC(=O)N(CCC1=C(SC=C1)C1=CC=C(S1)C=1SC=CC1CCN(C(OC(C)(C)C)=O)C(=O)OC(C)(C)C)C(=O)OC(C)(C)C (tert-Butyl N-[2-(2-{5-[3-(2-{bis[(tert-butoxy)carbonyl]amino}ethyl)thiophen-2-yl]thiophen-2-yl}thiophen-3-yl)ethyl]-N-[(tert-butoxy)carbonyl]carbamate), C(=O)(C(F)(F)F)O (TFA). The solvent is C(Cl)Cl (DCM). Conditions: time 1 hour. Yields the product HCl-salt, NCCC1=C(SC=C1)C1=CC=C(S1)C=1SC=CC1CCN (2-(2-{5-[3-(2-Aminoethyl)thiophen-2-yl]thiophen-2-yl}thiophen-3-yl)ethan-1-amine). As a reaction SMILES: C(OC([N:8](C(OC(C)(C)C)=O)[CH2:9][CH2:10][C:11]1[CH:15]=[CH:14][S:13][C:12]=1[C:16]1[S:20][C:19]([C:21]2[S:22][CH:23]=[CH:24][C:25]=2[CH2:26][CH2:27][N:28](C(OC(C)(C)C)=O)C(=O)OC(C)(C)C)=[CH:18][CH:17]=1)=O)(C)(C)C.C(O)(C(F)(F)F)=O>C(Cl)Cl>[NH2:8][CH2:9][CH2:10][C:11]1[CH:15]=[CH:14][S:13][C:12]=1[C:16]1[S:20][C:19]([C:21]2[S:22][CH:23]=[CH:24][C:25]=2[CH2:26][CH2:27][NH2:28])=[CH:18][CH:17]=1. Procedure: Intermediate L (208 mg, 0.283 mmol) was dissolved DCM (2 ml) and TFA (2 ml) was added. The mixture was stirred at rt for 1 h. Solvents evaporated and residue dissolved in water. The solution was added 1 M NaOH (2 ml) and the aqueous layer extracted with CHCl3. The combined organic layers were dried (MgSO4) and 1.2 M HCl in EtOH (2 ml) was added. Solvents were evaporated to give the HCl-salt of the title compound. Yield: 105 mg (99%); yellow-orange solid. HPLC: RT=2.68 min, 95% (254 nm, 10-40% Me... Starting materials: O=C1CCC(=O)N1Br, COc1cccc2oc(C3(C)OCCO3)nc12, CC#N. Yields the product COc1ccc(Br)c2oc(C3(C)OCCO3)nc12. Reaction SMILES: [Br:18][N:19]1[C:20](=[O:21])[CH2:22][CH2:23][C:24]1=[O:25].[CH3:1][O:2][c:3]1[cH:4][cH:5][cH:6][c:7]2[c:8]1[n:9][c:10]([C:12]1([CH3:17])[O:13][CH2:14][CH2:15][O:16]1)[o:11]2.[CH3:26][C:27]#[N:28]>>[CH3:1][O:2][c:3]1[cH:4][cH:5][c:6]([Br:18])[c:7]2[c:8]1[n:9][c:10]([C:12]1([CH3:17])[O:13][CH2:14][CH2:15][O:16]1)[o:11]2.